The task is: describe an organic reaction: reactants, conditions, products, and yield. This data is from the Open Reaction Database (ORD), a public repository of structured organic reaction records. Reactants: COC1=C(C(=CC=C1)C)N1N=CC(=C1)C(F)(F)F (1-(2-methoxy-6-methylphenyl)-4-(trifluoromethyl)-1H-pyrazole), B1(OC(C(O1)(C)C)(C)C)B2OC(C(O2)(C)C)(C)C (bis(pinacolato)diboron), OOS(=O)[O-].[K+] (oxone). The reagents and catalysts are CO.CO.C1/C=C\CC/C=C\C1.C1/C=C\CC/C=C\C1.[Ir].[Ir] (di-μ-methoxobis(1,5-cyclooctadiene)diiridium(I)). Run in O (water). Reaction conditions: temperature 80 celsius, time 3 day. Product: COC=1C=C(C=C(C1N1N=CC(=C1)C(F)(F)F)C)O (3-methoxy-5-methyl-4-(4-(trifluoromethyl)-1H-pyrazol-1-yl)phenol). The yield is 32.9%. As a reaction SMILES: [CH3:1][O:2][C:3]1[CH:8]=[CH:7][CH:6]=[C:5]([CH3:9])[C:4]=1[N:10]1[CH:14]=[C:13]([C:15]([F:18])([F:17])[F:16])[CH:12]=[N:11]1.B1(B2OC(C)(C)C(C)(C)O2)OC(C)(C)C(C)(C)[O:20]1.OOS([O-])=O.[K+]>CO.CO.C1CC=CCCC=C1.C1CC=CCCC=C1.[Ir].[Ir].O>[CH3:1][O:2][C:3]1[CH:8]=[C:7]([OH:20])[CH:6]=[C:5]([CH3:9])[C:4]=1[N:10]1[CH:14]=[C:13]([C:15]([F:18])([F:17])[F:16])[CH:12]=[N:11]1 |f:2.3,4.5.6.7.8.9|. Reported procedure: To a flask containing 1-(2-methoxy-6-methylphenyl)-4-(trifluoromethyl)-1H-pyrazole (75.0 mg, 0.290 mmol) was added di-μ-methoxobis(1,5-cyclooctadiene)diiridium(I) (2.00 mg, 0.003 mmol), bis(pinacolato)diboron (75.2 mg, 0.290 mmol), 4,4′di-tert-butyl-2,2′-dipyridyl (1.60 mg, 0.006 mmol) and degassed methyl tert-butyl ether (1.50 mL). The resulting red solution was heated to 80° C. for 18 h and then at room temperature for 3 d. The reaction was concentrated. Acetone (0.980 mL) was added to provide... Starting materials: C(C)N1C(=O)N(C=2N=C(N(C2C1=O)C)\C=C\C1=CC=C(C=C1)O)CC ((E)-1,3-Diethyl-8-(4-hydroxystyryl)-7-methylxanthine), O (Water), C([O-])([O-])=O.[K+].[K+] (potassium carbonate), C(C1=CC=CC=C1)Br (benzyl bromide), C([O-])([O-])=O.[K+].[K+] (potassium carbonate). Solvent: CN(C=O)C (dimethylformamide). Conditions: temperature 80 celsius, time 2.5 hour. Yields the product C(C1=CC=CC=C1)OC1=CC=C(/C=C/C2=NC=3N(C(N(C(C3N2C)=O)CC)=O)CC)C=C1 ((E)-8-(4-Benzyloxystyryl)-1,3-diethyl-7-methylxanthine). Isolated yield 53.7%. RXN SMILES: [CH2:1]([N:3]1[C:12](=[O:13])[C:11]2[N:10]([CH3:14])[C:9](/[CH:15]=[CH:16]/[C:17]3[CH:22]=[CH:21][C:20]([OH:23])=[CH:19][CH:18]=3)=[N:8][C:7]=2[N:6]([CH2:24][CH3:25])[C:4]1=[O:5])[CH3:2].C(=O)([O-])[O-].[K+].[K+].[CH2:32](Br)[C:33]1[CH:38]=[CH:37][CH:36]=[CH:35][CH:34]=1.O>CN(C)C=O>[CH2:32]([O:23][C:20]1[CH:19]=[CH:18][C:17](/[CH:16]=[CH:15]/[C:9]2[N:10]([CH3:14])[C:11]3[C:12](=[O:13])[N:3]([CH2:1][CH3:2])[C:4](=[O:5])[N:6]([CH2:24][CH3:25])[C:7]=3[N:8]=2)=[CH:22][CH:21]=1)[C:33]1[CH:38]=[CH:37][CH:36]=[CH:35][CH:34]=1 |f:1.2.3|. Reported procedure: Compound 175 (100 mg, 0.29 mmol) obtained in Reference Example 114 was dissolved in 2 ml of dimethylformamide. To the solution were added 162 mg (1.17 mmol) of potassium carbonate and 0.28 ml (2.35 mmol) of benzyl bromide, and the mixture was stirred at 80° C. for 2.5 hours. Water was added thereto under ice cooling to dissolve potassium carbonate and the deposited crystals were collected by filtration. The collected crude crystals were dissolved in chloroform, washed with a saturated aqueous so... Procedure details: A mixture of 87 g (0.23 mol) of (2R)-1,2-diphenyl-2-hydroxy-3-tosyloxy-propane, 70 g (1 mol) of 1,2,4-triazole, 70 g (0.5 mol) of potassium carbonate and 800 ml of acetonitrile is refluxed for 16 hours with stirring. The reaction mixture is then poured into water, and the product which precipitates out is filtered off under suction. In order to remove any undesired biproducts which are still present, the product is dissolved in chloroform and filtered through a silica gel column, a mixture of ch... Solvent: O (water). The product is C1(=CC=CC=C1)C[C@@](CN1N=CN=C1)(O)C1=CC=CC=C1 ((2R)-1,2-diphenyl-2-hydroxy-3-(1,2,4-triazol-1-yl)-propane). Isolated yield 50.6%. As a reaction SMILES: [C:1]1([CH2:7][C@:8]([C:22]2[CH:27]=[CH:26][CH:25]=[CH:24][CH:23]=2)([OH:21])[CH2:9]OS(C2C=CC(C)=CC=2)(=O)=O)[CH:6]=[CH:5][CH:4]=[CH:3][CH:2]=1.[NH:28]1[CH:32]=[N:31][CH:30]=[N:29]1.C(=O)([O-])[O-].[K+].[K+].C(#N)C>O>[C:1]1([CH2:7][C@:8]([C:22]2[CH:27]=[CH:26][CH:25]=[CH:24][CH:23]=2)([OH:21])[CH2:9][N:28]2[CH:32]=[N:31][CH:30]=[N:29]2)[CH:6]=[CH:5][CH:4]=[CH:3][CH:2]=1 |f:2.3.4|. Starting materials: C1(=CC=CC=C1)C[C@@](COS(=O)(=O)C1=CC=C(C)C=C1)(O)C1=CC=CC=C1 ((2R)-1,2-diphenyl-2-hydroxy-3-tosyloxy-propane), N1N=CN=C1 (1,2,4-triazole), C([O-])([O-])=O.[K+].[K+] (potassium carbonate), C(C)#N (acetonitrile). Reactants: NC=1C=C2C=NN(C2=CC1)C1=CC=C(C=C1)N (5-amino-1-(4-aminophenyl)indazole), CN(C1=CC=C(C(=O)[O-])C=C1)C (4-dimethylaminobenzoate). Procedure: Compound 373 was prepared according to the procedure described in Scheme IV from 5-amino-1-(4-aminophenyl)indazole and 4-dimethylaminobenzoate. 1H NMR (500 MHz, Acetone-d6) δ 9.44 (s, 1H), 9.38 (s, 1H), 8.49 (s, 1H), 8.23 (s, 1H), 8.08 (d, J=9 Hz, 2H), 7.95 (d, J=9 Hz, 4H), 7.81 (m, 2H), 7.76 (d, J=9 Hz, 2H), 6.79 (d, J=9 Hz, 4H), 3.06 (s, 6H), 3.05 (s, 6H). RXN SMILES: [NH2:1][C:2]1[CH:3]=[C:4]2[C:8](=[CH:9][CH:10]=1)[N:7]([C:11]1[CH:16]=[CH:15][C:14]([NH2:17])=[CH:13][CH:12]=1)[N:6]=[CH:5]2.[CH3:18][N:19]([CH3:29])[C:20]1[CH:28]=[CH:27][C:23]([C:24]([O-])=[O:25])=[CH:22][CH:21]=1>>[CH3:18][N:19]([CH3:29])[C:20]1[CH:28]=[CH:27][C:23]([C:24]([NH:17][C:14]2[CH:15]=[CH:16][C:11]([N:7]3[C:8]4[C:4](=[CH:3][C:2]([NH:1][C:24](=[O:25])[C:23]5[CH:27]=[CH:28][C:20]([N:19]([CH3:29])[CH3:18])=[CH:21][CH:22]=5)=[CH:10][CH:9]=4)[CH:5]=[N:6]3)=[CH:12][CH:13]=2)=[O:25])=[CH:22][CH:21]=1. Product: CN(C1=CC=C(C(=O)NC2=CC=C(C=C2)N2N=CC3=CC(=CC=C23)NC(C2=CC=C(C=C2)N(C)C)=O)C=C1)C (N-(1-(4-(4-Dimethylaminobenzamido)phenyl)-1H-indazol-5-yl)-4-dimethylaminobenzamide). Reactants: FC1=C(CN2C(=CC=3C2=CN=C(C3)C=O)C(=O)OCC)C=CC(=C1)F (ethyl 1-(2,4-difluoro-benzyl)-5-formyl-1H-pyrrolo[2,3-c]pyridine-2-carboxylate), C(C1=CC=CC=C1)OCC1=CN(C2=CN=C(C=C21)C(=O)NO)CC2=C(C=C(C=C2)F)F (3-Benzyloxymethyl-1-(2,4-difluorobenzyl)-N-hydroxy-1H-pyrrolo[2,3-c]pyridine-5-carboxamide). Yields the product FC1=C(CN2C(=CC=3C2=CN=C(C3)C(NO)=O)C(=O)OCC)C=CC(=C1)F (Ethyl 1-(2,4-Difluorobenzyl)-5-hydroxycarbamoyl-1H-pyrrolo[2,3-c]pyridine-2-carboxylate). Reaction SMILES: C(OC[C:10]1[C:18]2[C:13](=[CH:14][N:15]=[C:16]([C:19]([NH:21][OH:22])=[O:20])[CH:17]=2)[N:12]([CH2:23][C:24]2[CH:29]=[CH:28][C:27]([F:30])=[CH:26][C:25]=2[F:31])[CH:11]=1)C1C=CC=CC=1.FC1C=C(F)C=CC=1CN1C2=CN=C(C=O)C=C2C=C1[C:47]([O:49][CH2:50][CH3:51])=[O:48]>>[F:31][C:25]1[CH:26]=[C:27]([F:30])[CH:28]=[CH:29][C:24]=1[CH2:23][N:12]1[C:13]2=[CH:14][N:15]=[C:16]([C:19](=[O:20])[NH:21][OH:22])[CH:17]=[C:18]2[CH:10]=[C:11]1[C:47]([O:49][CH2:50][CH3:51])=[O:48]. Reported procedure: Ethyl 1-(2,4-difluorobenzyl)-5-formyl-1H-pyrrolo[2,3-c]pyridine-2-carboxyl ate. The title compound can be prepared by alkylation of ethyl 5-formyl-1H-pyrrolo[2,3-c]pyridine-2-carboxylate (prepared according to J.-F. Rousseau, R. H. Dodd, X. Doisy, P. Potier, Heterocycles 1989, 28, 1101-1113) and 2,4-difluorobenzyl bromide in a manner similar to step (a) in Example 1. (b) 1-(2,4-Difluorobenzyl)-(2-ethoxycarbonyl)-1H-pyrrolo[2,3-c]pyridine-5-carboxylic acid. The title compound can be prepared by o... Reactants: CO, N#Cc1cc(Cl)cc(Oc2cc(CN3C(=O)c4ccccc4C3=O)ccc2Cl)c1, NN, O. Product: N#Cc1cc(Cl)cc(Oc2cc(CN)ccc2Cl)c1. Reaction SMILES: [CH3:33][OH:34].[Cl:1][c:2]1[cH:3][c:4]([C:5]#[N:6])[cH:7][c:8]([O:10][c:11]2[c:12]([Cl:29])[cH:13][cH:14][c:15]([CH2:17][N:18]3[C:19](=[O:20])[c:21]4[c:22]([cH:23][cH:24][cH:25][cH:26]4)[C:27]3=[O:28])[cH:16]2)[cH:9]1.[NH2:31][NH2:32].[OH2:30]>>[Cl:1][c:2]1[cH:3][c:4]([C:5]#[N:6])[cH:7][c:8]([O:10][c:11]2[c:12]([Cl:29])[cH:13][cH:14][c:15]([CH2:17][NH2:18])[cH:16]2)[cH:9]1. Starting materials: C1(CCCCC1)C1=CC=C(COC2=C(C=CC=C2)CCC(CCCCC(=O)OC)=O)C=C1 (methyl 8-{2-[(4-cyclohexylbenzyl)oxy]phenyl}-6-oxo-octanoate), NC1=CC=C(C(=O)OC)C=C1 (methyl 4-aminobenzoate), O (water), [Na] (sodium). The reagents and catalysts are Cl[Ti](Cl)(Cl)Cl (TiCl4). Solvent: ClCCCl (1,2-dichloroethane). Run at time 20 minute. Yields the product C1(CCCCC1)C1=CC=C(COC2=C(C=CC=C2)CCC(CCCCC(=O)OC)NC2=CC=C(C(=O)OC)C=C2)C=C1 (Methyl 4-{[1-(2-{2-[(4-cyclohexylbenzyl)oxy]phenyl}ethyl)-6-methoxy-6-oxo-hexyl]amino}benzoate). RXN SMILES: [CH:1]1([C:7]2[CH:32]=[CH:31][C:10]([CH2:11][O:12][C:13]3[CH:18]=[CH:17][CH:16]=[CH:15][C:14]=3[CH2:19][CH2:20][C:21](=O)[CH2:22][CH2:23][CH2:24][CH2:25][C:26]([O:28][CH3:29])=[O:27])=[CH:9][CH:8]=2)[CH2:6][CH2:5][CH2:4][CH2:3][CH2:2]1.[NH2:33][C:34]1[CH:43]=[CH:42][C:37]([C:38]([O:40][CH3:41])=[O:39])=[CH:36][CH:35]=1.[Na].O>ClCCCl.Cl[Ti](Cl)(Cl)Cl>[CH:1]1([C:7]2[CH:32]=[CH:31][C:10]([CH2:11][O:12][C:13]3[CH:18]=[CH:17][CH:16]=[CH:15][C:14]=3[CH2:19][CH2:20][CH:21]([NH:33][C:34]3[CH:35]=[CH:36][C:37]([C:38]([O:40][CH3:41])=[O:39])=[CH:42][CH:43]=3)[CH2:22][CH2:23][CH2:24][CH2:25][C:26]([O:28][CH3:29])=[O:27])=[CH:9][CH:8]=2)[CH2:2][CH2:3][CH2:4][CH2:5][CH2:6]1 |^1:43|. Procedure details: At 0° C., 217 mg (1.15 mmol) of TiCl4 (1 M in CH2Cl2) were added to a solution of 500 mg (1.15 mmol) of methyl 8-{2-[(4-cyclohexylbenzyl)oxy]phenyl}-6-oxo-octanoate XIV and 190 mg (1.26 mmol) of methyl 4-aminobenzoate in 12.5 ml of 1,2-dichloroethane. The mixture was stirred at room temperature for 20 min, and 383 mg (1.72 mmol) of sodium triacetoxyborhydride were then added. The progress of the reaction was monitored by thin-layer chromatography, and after the reaction had ended, water was adde... Reactants: N1C=NC=C1 (imidazole), ClC=1C=C(C=CC1)C(C1=CC=CC=C1)(C1=CC=CC=C1)Cl ((m-chlorophenyl)-(diphenyl)-methyl chloride), O (water). Solvent: CN(C=O)C (dimethyl formamide), C(C)#N (acetonitrile). The product is ClC=1C=C(C=CC1)C(N1C=NC=C1)(C1=CC=CC=C1)C1=CC=CC=C1 (1-[(m-chlorophenyl)-(bisphenyl)-methyl]-imidazole). As a reaction SMILES: [NH:1]1[CH:5]=[CH:4][N:3]=[CH:2]1.[Cl:6][C:7]1[CH:8]=[C:9]([C:13](Cl)([C:20]2[CH:25]=[CH:24][CH:23]=[CH:22][CH:21]=2)[C:14]2[CH:19]=[CH:18][CH:17]=[CH:16][CH:15]=2)[CH:10]=[CH:11][CH:12]=1.O>C(#N)C.CN(C)C=O>[Cl:6][C:7]1[CH:8]=[C:9]([C:13]([C:14]2[CH:19]=[CH:18][CH:17]=[CH:16][CH:15]=2)([C:20]2[CH:25]=[CH:24][CH:23]=[CH:22][CH:21]=2)[N:1]2[CH:5]=[CH:4][N:3]=[CH:2]2)[CH:10]=[CH:11][CH:12]=1. Reported procedure: 27.2 g (0.4 mol) imidazole and 62.8 g (0.2 mol) of (m-chlorophenyl)-(diphenyl)-methyl chloride are heated to 80°C for 4 hours in 150 ml of dry acetonitrile and 50 ml dimethyl formamide. The solvent is then drawn off and the residue is digested with water to remove the imidazole hydrochloride. The residue is taken up in methylene chloride, dried over sodium sulfate, and the viscous oil remaining behind after the distilling off of the solvent is recrystallized from cyclohexane. 52 g (75% of the th...